From a dataset of the Open Reaction Database (ORD), a public repository of structured organic reaction records. describe an organic reaction: reactants, conditions, products, and yield Reactants: CCNC(=O)c1ccc(-n2cc(C(=O)OCC)nn2)c(OCCCc2ccccc2)c1, CCO, [Na+], [OH-]. The product is CCNC(=O)c1ccc(-n2cc(C(=O)O)nn2)c(OCCCc2ccccc2)c1. As a reaction SMILES: [CH2:1]([CH3:2])[NH:3][C:4](=[O:5])[c:6]1[cH:7][c:8]([O:22][CH2:23][CH2:24][CH2:25][c:26]2[cH:27][cH:28][cH:29][cH:30][cH:31]2)[c:9](-[n:12]2[n:13][n:14][c:15]([C:17](=[O:18])[O:19][CH2:20][CH3:21])[cH:16]2)[cH:10][cH:11]1.[CH3:34][CH2:35][OH:36].[Na+:33].[OH-:32]>>[CH2:1]([CH3:2])[NH:3][C:4](=[O:5])[c:6]1[cH:7][c:8]([O:22][CH2:23][CH2:24][CH2:25][c:26]2[cH:27][cH:28][cH:29][cH:30][cH:31]2)[c:9](-[n:12]2[n:13][n:14][c:15]([C:17](=[O:18])[OH:19])[cH:16]2)[cH:10][cH:11]1. Starting materials: [BH4-], CC(C)(C)OC(=O)Nc1cc2[nH]c(C=O)c3cn[nH]c(=O)c(c1)c23, CO, [Na+]. The product is CC(C)(C)OC(=O)Nc1cc2[nH]c(CO)c3cn[nH]c(=O)c(c1)c23. As a reaction SMILES: [BH4-:25].[C:1]([CH3:2])([CH3:3])([CH3:4])[O:5][C:6]([NH:7][c:8]1[cH:9][c:10]2[c:11]3[c:12]([c:13]([CH:17]=[O:18])[nH:14][c:15]3[cH:16]1)[cH:19][n:20][nH:21][c:22]2=[O:23])=[O:24].[CH3:27][OH:28].[Na+:26]>>[C:1]([CH3:2])([CH3:3])([CH3:4])[O:5][C:6]([NH:7][c:8]1[cH:9][c:10]2[c:11]3[c:12]([c:13]([CH2:17][OH:18])[nH:14][c:15]3[cH:16]1)[cH:19][n:20][nH:21][c:22]2=[O:23])=[O:24].